From a dataset of the Open Reaction Database (ORD), a public repository of structured organic reaction records. describe an organic reaction: reactants, conditions, products, and yield The reactants are C(C)OC(C(CC1=CC(=C(C=C1)OCCC=1N=C(OC1C)C1=CC=CC=C1)CCC)(OC1=CC=CC=C1)C)=O (3-{4-[2-(5-methyl-2-phenyl-oxazol-4-yl)-ethoxy]-3-propyl-phenyl}-2-methyl-2-phenoxy-propionic acid ethyl ester), [OH-].[Na+] (NaOH), Cl (HCl). Solvent: CCO (EtOH). Conditions: temperature 65 celsius, time 18 hour. Yields the product CC(C(=O)O)(CC1=CC(=C(C=C1)OCCC=1N=C(OC1C)C1=CC=CC=C1)CCC)OC1=CC=CC=C1 (2-Methyl-3-{4-[2-(5-methyl-2-phenyl-oxazol-4-yl)-ethoxy]-3-propyl-phenyl}-2-phenoxy-propionic acid). Reaction SMILES: C([O:3][C:4](=[O:39])[C:5]([CH3:38])([O:31][C:32]1[CH:37]=[CH:36][CH:35]=[CH:34][CH:33]=1)[CH2:6][C:7]1[CH:12]=[CH:11][C:10]([O:13][CH2:14][CH2:15][C:16]2[N:17]=[C:18]([C:22]3[CH:27]=[CH:26][CH:25]=[CH:24][CH:23]=3)[O:19][C:20]=2[CH3:21])=[C:9]([CH2:28][CH2:29][CH3:30])[CH:8]=1)C.[OH-].[Na+].Cl>CCO>[CH3:38][C:5]([O:31][C:32]1[CH:33]=[CH:34][CH:35]=[CH:36][CH:37]=1)([CH2:6][C:7]1[CH:12]=[CH:11][C:10]([O:13][CH2:14][CH2:15][C:16]2[N:17]=[C:18]([C:22]3[CH:23]=[CH:24][CH:25]=[CH:26][CH:27]=3)[O:19][C:20]=2[CH3:21])=[C:9]([CH2:28][CH2:29][CH3:30])[CH:8]=1)[C:4]([OH:39])=[O:3] |f:1.2|. Procedure details: A solution of 3-{4-[2-(5-methyl-2-phenyl-oxazol-4-yl)-ethoxy]-3-propyl-phenyl}-2-methyl-2-phenoxy-propionic acid ethyl ester in EtOH (1.5 mL) was treated with 5 N NaOH (140 μL) and then warmed to 65° C. After 18 h, the mixture was acidified to pH=1 with 5 N HCl. The mixture was extracted with EtOAc and then the combined organic phases were dried (MgSO4), filtered and concentrated under reduced pressure to yield the title product. MS (EI) 500.2 (M+H)+; LC RT=3.22 min (>99% pure).